Dataset: the Open Reaction Database (ORD), a public repository of structured organic reaction records. Task: describe an organic reaction: reactants, conditions, products, and yield Reaction SMILES: Cl.[CH2:2]([S:4]([CH2:7][CH2:8][CH2:9][NH2:10])(=[O:6])=[O:5])[CH3:3].C(N(CC)C(C)C)(C)C.[Cl:20][C:21]1[CH:22]=[C:23]([CH:45]=[CH:46][C:47]=1[Cl:48])[CH2:24][N:25]1[CH2:30][CH2:29][O:28][CH:27]([CH2:31][NH:32][C:33](=O)[O:34]C2C=CC([N+]([O-])=O)=CC=2)[CH2:26]1.C=CC1C=CC=CC=1.C=CC1C=CC(C=C)=CC=1.C1C=CC(C=O)=CC=1>ClCCl>[Cl:20][C:21]1[CH:22]=[C:23]([CH:45]=[CH:46][C:47]=1[Cl:48])[CH2:24][N:25]1[CH2:30][CH2:29][O:28][C@@H:27]([CH2:31][NH:32][C:33]([NH:10][CH2:9][CH2:8][CH2:7][S:4]([CH2:2][CH3:3])(=[O:6])=[O:5])=[O:34])[CH2:26]1 |f:0.1,4.5.6|. Reported procedure: Intermediate 40 (0.0225 g) and N,N-diisopropylethylamine (0.021 ml) were added to a solution of Intermediate 10 (0.044 g) in dichloromethane (3 ml), and the mixture was shaken at 22° C. for 19 h. Formyl polystyrene scavenging resin (2.95 mmol/g, 0.02 g) was added and the mixture shaken for 2 h. The mixture was filtered, the resin washed with dichloromethane, and the filtrate applied directly to a sulphonic acid ion exchange cartridge (2 g Isolute SCX). Elution with methanol followed by 10% 0.880... Reactants: C=CC1=CC=CC=C1.C=CC1=CC=C(C=C1)C=C.C1=CC=C(C=C1)C=O (Formyl polystyrene), Cl.C(C)S(=O)(=O)CCCN (3-(Ethylsulfonyl)propan-1-amine Hydrochloride), C(C)(C)N(C(C)C)CC (N,N-diisopropylethylamine), ClC=1C=C(CN2CC(OCC2)CNC(OC2=CC=C(C=C2)[N+](=O)[O-])=O)C=CC1Cl (4-Nitrophenyl [4-(3,4-dichlorobenzyl)morpholin-2-yl]methylcarbamate). Isolated yield 0.1%. The solvent is ClCCl (dichloromethane). Reaction conditions: temperature 22 celsius, time 19 hour. Yields the product ClC=1C=C(CN2C[C@@H](OCC2)CNC(=O)NCCCS(=O)(=O)CC)C=CC1Cl (N-{[(2S)-4-(3,4-Dichlorobenzyl)morpholin-2-yl]methyl}N′-[3-(ethylsulfonyl)propyl]urea).